Dataset: the Open Reaction Database (ORD), a public repository of structured organic reaction records. Task: describe an organic reaction: reactants, conditions, products, and yield The reactants are CN(C)C=O, CCCC[O-], OCC1CC1, O=[N+]([O-])c1cc2c(Nc3ccc(F)c(Cl)c3)ncnc2cc1F, Cl, [K], O. Product: O=[N+]([O-])c1cc2c(Nc3ccc(F)c(Cl)c3)ncnc2cc1OCC1CC1. As a reaction SMILES: [CH3:36][N:37]([CH3:38])[CH:39]=[O:40].[CH3:7][CH2:8][CH2:9][CH2:10][O-:11].[CH:1]1([CH2:4][OH:5])[CH2:2][CH2:3]1.[Cl:12][c:13]1[cH:14][c:15]([NH:20][c:21]2[n:22][cH:23][n:24][c:25]3[cH:26][c:27]([F:34])[c:28]([N+:31](=[O:32])[O-:33])[cH:29][c:30]23)[cH:16][cH:17][c:18]1[F:19].[ClH:35].[K:6].[OH2:41]>>[CH:1]1([CH2:4][O:5][c:27]2[cH:26][c:25]3[n:24][cH:23][n:22][c:21]([NH:20][c:15]4[cH:14][c:13]([Cl:12])[c:18]([F:19])[cH:17][cH:16]4)[c:30]3[cH:29][c:28]2[N+:31](=[O:32])[O-:33])[CH2:2][CH2:3]1. Reactants: CC(C)c1[nH]c(C(=O)O)nc1Cl, COC1CN(C(=O)OC(C)(C)C)CCC1N, On1nnc2ccccc21. Yields the product COC1CN(C(=O)OC(C)(C)C)CCC1NC(=O)c1nc(Cl)c(C(C)C)[nH]1. As a reaction SMILES: [Cl:17][c:18]1[n:19][c:20]([C:26](=[O:27])[OH:28])[nH:21][c:22]1[CH:23]([CH3:24])[CH3:25].[NH2:1][CH:2]1[CH:3]([O:15][CH3:16])[CH2:4][N:5]([C:8](=[O:9])[O:10][C:11]([CH3:12])([CH3:13])[CH3:14])[CH2:6][CH2:7]1.[OH:29][n:30]1[c:31]2[c:32]([cH:33][cH:34][cH:35][cH:36]2)[n:37][n:38]1>>[NH:1]([CH:2]1[CH:3]([O:15][CH3:16])[CH2:4][N:5]([C:8](=[O:9])[O:10][C:11]([CH3:12])([CH3:13])[CH3:14])[CH2:6][CH2:7]1)[C:26]([c:20]1[n:19][c:18]([Cl:17])[c:22]([CH:23]([CH3:24])[CH3:25])[nH:21]1)=[O:27].